This data is from the Open Reaction Database (ORD), a public repository of structured organic reaction records. The task is: describe an organic reaction: reactants, conditions, products, and yield Reaction SMILES: [CH2:1]([N:8]1[C:13](=[O:14])[CH:12]=[C:11](Cl)[N:10]([CH2:16][C:17]2[CH:22]=[CH:21][C:20]([C:23]3[CH:28]=[CH:27][CH:26]=[CH:25][C:24]=3[C:29]3[N:33](C(C4C=CC=CC=4)(C4C=CC=CC=4)C4C=CC=CC=4)[N:32]=[N:31][N:30]=3)=[CH:19][CH:18]=2)[C:9]1=[O:53])[C:2]1[CH:7]=[CH:6][CH:5]=[CH:4][CH:3]=1.[C:54]([SH:58])([CH3:57])([CH3:56])[CH3:55].C(=O)([O-])[O-].[K+].[K+]>C(#N)C>[CH2:1]([N:8]1[C:13](=[O:14])[CH:12]=[C:11]([S:58][C:54]([CH3:57])([CH3:56])[CH3:55])[N:10]([CH2:16][C:17]2[CH:22]=[CH:21][C:20]([C:23]3[CH:28]=[CH:27][CH:26]=[CH:25][C:24]=3[C:29]3[NH:33][N:32]=[N:31][N:30]=3)=[CH:19][CH:18]=2)[C:9]1=[O:53])[C:2]1[CH:3]=[CH:4][CH:5]=[CH:6][CH:7]=1 |f:2.3.4|. The yield is 54.0%. Procedure: A mixture of 3-benzyl-6-chloro-1-[[2'-(N-trityltetrazol-5-yl)biphenyl-4-yl]methyl]pyrimidine-2,4(1H,3H)-dione (0.5 g), tert-butylmercaptan (0.1 ml) and potassium carbonate (0.14 g) in acetonitrile (10 ml) was heated under reflux for 8 hours with stirring. The reaction mixture was allowed to cool and the precipitate was removed by filtration. The filtrate was concentrated to dryness. The resulting residue was dissolved in methanol (15 ml) and 1N hydrochloric acid (1 ml) and the mixture was stirre... Product: C(C1=CC=CC=C1)N1C(N(C(=CC1=O)SC(C)(C)C)CC1=CC=C(C=C1)C1=C(C=CC=C1)C1=NN=NN1)=O (3-Benzyl-6-tert-butylthio-1-[[2'-(1H-tetrazol-5-yl)biphenyl-4-yl]methyl]pyrimidine-2,4(1H,3H)-dione). Run in C(C)#N (acetonitrile). The reactants are C(C1=CC=CC=C1)N1C(N(C(=CC1=O)Cl)CC1=CC=C(C=C1)C1=C(C=CC=C1)C1=NN=NN1C(C1=CC=CC=C1)(C1=CC=CC=C1)C1=CC=CC=C1)=O (3-benzyl-6-chloro-1-[[2'-(N-trityltetrazol-5-yl)biphenyl-4-yl]methyl]pyrimidine-2,4(1H,3H)-dione), C(C)(C)(C)S (tert-butylmercaptan), C([O-])([O-])=O.[K+].[K+] (potassium carbonate).